From a dataset of the Open Reaction Database (ORD), a public repository of structured organic reaction records. describe an organic reaction: reactants, conditions, products, and yield Reactants: OC=1C=C(C(=O)OC)C=C(C1)O[C@H](CO)C (methyl 3-hydroxy-5-[(1S)-2-hydroxy-1-methylethoxy]benzoate), N1(CCC1)C(=O)C1=NC=C(C=C1)Br (2-(azetidin-1-ylcarbonyl)-5-bromopyridine). Product: N1(CCC1)C(=O)C1=CC=C(C=N1)OC=1C=C(C(=O)O)C=C(C1)O[C@H](CO)C (3-{[6-(Azetidin-1-ylcarbonyl)pyridin-3-yl]oxy}-5-{[(1S)-2-hydroxy-1-methylethyl]oxy}benzoic acid). Reaction SMILES: [OH:1][C:2]1[CH:3]=[C:4]([CH:9]=[C:10]([O:12][C@@H:13]([CH3:16])[CH2:14][OH:15])[CH:11]=1)[C:5]([O:7]C)=[O:6].[N:17]1([C:21]([C:23]2[CH:28]=[CH:27][C:26](Br)=[CH:25][N:24]=2)=[O:22])[CH2:20][CH2:19][CH2:18]1>>[N:17]1([C:21]([C:23]2[N:24]=[CH:25][C:26]([O:1][C:2]3[CH:3]=[C:4]([CH:9]=[C:10]([O:12][C@@H:13]([CH3:16])[CH2:14][OH:15])[CH:11]=3)[C:5]([OH:7])=[O:6])=[CH:27][CH:28]=2)=[O:22])[CH2:20][CH2:19][CH2:18]1. Procedure details: The preparations of methyl 3-hydroxy-5-[(1S)-2-hydroxy-1-methylethoxy]benzoate and 2-(azetidin-1-ylcarbonyl)-5-bromopyridine were described earlier. Reactants: FC1=CC=C(C=C1)[C@H]1CN(CCO1)CC1=CC=C(C=C1)[C@@H](C)NS(=O)(=O)C (N-[(1R)-1-(4-{[(2S)-2-(4-fluorophenyl)morpholin-4-yl]methyl}phenyl)ethyl]methanesulfonamide), Cl (HCl). Run in C(C)(C)O (isopropyl alcohol). The product is Cl.FC1=CC=C(C=C1)[C@H]1CN(CCO1)CC1=CC=C(C=C1)[C@@H](C)NS(=O)(=O)C (N-[(1R)-1-(4-{[(2S)-2-(4-fluorophenyl)morpholin-4-yl]methyl}phenyl)ethyl]methanesulfonamide hydrochloride). The yield is 74.3%. Reaction SMILES: [F:1][C:2]1[CH:7]=[CH:6][C:5]([C@@H:8]2[O:13][CH2:12][CH2:11][N:10]([CH2:14][C:15]3[CH:20]=[CH:19][C:18]([C@H:21]([NH:23][S:24]([CH3:27])(=[O:26])=[O:25])[CH3:22])=[CH:17][CH:16]=3)[CH2:9]2)=[CH:4][CH:3]=1.[ClH:28]>C(O)(C)C>[ClH:28].[F:1][C:2]1[CH:7]=[CH:6][C:5]([C@@H:8]2[O:13][CH2:12][CH2:11][N:10]([CH2:14][C:15]3[CH:20]=[CH:19][C:18]([C@H:21]([NH:23][S:24]([CH3:27])(=[O:26])=[O:25])[CH3:22])=[CH:17][CH:16]=3)[CH2:9]2)=[CH:4][CH:3]=1 |f:3.4|. Procedure: Dissolve N-[(1R)-1-(4-{[(2S)-2-(4-fluorophenyl)morpholin-4-yl]methyl}phenyl)ethyl]methanesulfonamide (50 g, 127.39 mmol) in isopropyl alcohol (200 mL). Add HCl (4M in dioxanes; 63.70 mL, 254.78 mmol) drop-wise to the solution and stir at ambient temperature for 50 min. Remove the volatiles under reduced pressure; add H2O (200 mL); then evaporate the water. Add H2O (200 mL) and isopropyl alcohol (100 mL), and concentrate to a total volume of 80 mL. Filter the resulting thick slurry; wash solid wi... Reactants: CC(C)(C)[Si](C)(C)Cl, CN(C)C=O, [O-][Cl+3]([O-])([O-])O, C#CCCCO, c1c[nH]cn1. Product: C#CCCCO[Si](C)(C)C(C)(C)C. RXN SMILES: [C:12]([CH3:13])([CH3:14])([CH3:15])[Si:16]([CH3:17])([CH3:18])[Cl:19].[CH3:25][N:26]([CH3:27])[CH:28]=[O:29].[Cl+3:20]([OH:21])([O-:22])([O-:23])[O-:24].[OH:1][CH2:2][CH2:3][CH2:4][C:5]#[CH:6].[nH:7]1[cH:8][cH:9][n:10][cH:11]1>>[O:1]([CH2:2][CH2:3][CH2:4][C:5]#[CH:6])[Si:16]([C:12]([CH3:13])([CH3:14])[CH3:15])([CH3:17])[CH3:18]. The reactants are ClC1=CC=C(C2=CC=C(C=C2C2=NC3=CC=C(C=C3C=C2)C2=NC3=C(N2C2CCCCC2)C=CC(=C3)C(=O)O)OCCOC)C=C1 (2-{2-[4′-Chloro-4-(2-methoxy-ethoxy)-biphen-2-yl]-quinolin-6-yl}-1-cyclohexyl-1H-benzoimidazole-5-carboxylic acid), BrCC(=O)OC(C)(C)C (tert-butyl bromoacetate), BrCCOC (1-bromo-2-methoxy ethane). The product is C(=O)(O)COC=1C=C(C(=CC1)C1=CC=C(C=C1)Cl)C1=NC2=CC=C(C=C2C=C1)C1=NC2=C(N1C1CCCCC1)C=CC(=C2)C(=O)O (2-[2-(4-Carboxymethoxy-4′-chloro-biphen-2-yl)-quinolin-6-yl]-1-cyclohexyl-1H-benzoimidazole-5-carboxylic acid). As a reaction SMILES: [Cl:1][C:2]1[CH:46]=[CH:45][C:5]([C:6]2[C:11]([C:12]3[CH:21]=[CH:20][C:19]4[C:14](=[CH:15][CH:16]=[C:17]([C:22]5[N:26]([CH:27]6[CH2:32][CH2:31][CH2:30][CH2:29][CH2:28]6)[C:25]6[CH:33]=[CH:34][C:35]([C:37]([OH:39])=[O:38])=[CH:36][C:24]=6[N:23]=5)[CH:18]=4)[N:13]=3)=[CH:10][C:9]([O:40][CH2:41][CH2:42][O:43]C)=[CH:8][CH:7]=2)=[CH:4][CH:3]=1.BrCC(OC(C)(C)C)=[O:50].BrCCOC>>[C:42]([CH2:41][O:40][C:9]1[CH:10]=[C:11]([C:12]2[CH:21]=[CH:20][C:19]3[C:14](=[CH:15][CH:16]=[C:17]([C:22]4[N:26]([CH:27]5[CH2:32][CH2:31][CH2:30][CH2:29][CH2:28]5)[C:25]5[CH:33]=[CH:34][C:35]([C:37]([OH:39])=[O:38])=[CH:36][C:24]=5[N:23]=4)[CH:18]=3)[N:13]=2)[C:6]([C:5]2[CH:4]=[CH:3][C:2]([Cl:1])=[CH:46][CH:45]=2)=[CH:7][CH:8]=1)([OH:50])=[O:43]. Procedure: The title compound was synthesized as described for Compound 475, except tert-butyl bromoacetate was used for alkylation instead of 1-bromo-2-methoxy ethane. The tert-butyl group was removed in a separate step before saponification by a 1 h treatment with TFA. Starting materials: CC12CNCC=CN2CCCC1 (Methyl 3,7-Diazabicyclo[5,4,0]undec-5-ene), CC(C)=CCC[N+](=O)[O-] (2-methyl-5-nitro-2-pentene), C(\C=C\C)(=O)OC (methyl crotonate). Run in CO (methanol), CO (methanol). Reaction conditions: time 6 day. The product is CC(CC(=O)OC)C(CC=C(C)C)[N+](=O)[O-] (methyl 3,7-dimethyl-4-nitro-6-octenoate). Yield: 19.5%. RXN SMILES: CC12CCCCN1C=CCNC2.[CH3:13][C:14](=[CH:16][CH2:17][CH2:18][N+:19]([O-:21])=[O:20])[CH3:15].[C:22]([O:27][CH3:28])(=[O:26])/[CH:23]=[CH:24]/[CH3:25]>CO>[CH3:25][CH:24]([CH:18]([N+:19]([O-:21])=[O:20])[CH2:17][CH:16]=[C:14]([CH3:15])[CH3:13])[CH2:23][C:22]([O:27][CH3:28])=[O:26]. Procedure details: Methyl 3,7-Diazabicyclo[5,4,0]undec-5-ene (4 ml) is added to a solution of 2-methyl-5-nitro-2-pentene (25.0 g, 0.193 m) in methanol (200 ml). The resulting mixture is heated to 60° and methyl crotonate (30.85 g, 0.308 m) is added under nitrogen. The mixture is then stirred for 6 days at 60° after which it is cooled to room temperature and most of the methanol is removed in vacuo. The residue is treated with ether (500 ml) and washed with 2 N HCl (250 ml) and water (250 ml). The organic layer is ... Starting materials: O=C([O-])[O-], CN(C)CCCl, Cl, O=[N+]([O-])c1c(O)cccc1F, [K+], [K+]. Yields the product CN(C)CCOc1cccc(F)c1[N+](=O)[O-]. As a reaction SMILES: [C:12](=[O:13])([O-:14])[O-:15].[CH3:18][N:19]([CH2:20][CH2:21][Cl:22])[CH3:23].[ClH:24].[F:1][c:2]1[c:3]([N+:9](=[O:10])[O-:11])[c:4]([OH:8])[cH:5][cH:6][cH:7]1.[K+:16].[K+:17]>>[F:1][c:2]1[c:3]([N+:9](=[O:10])[O-:11])[c:4]([O:8][CH2:21][CH2:20][N:19]([CH3:18])[CH3:23])[cH:5][cH:6][cH:7]1.